From a dataset of the Open Reaction Database (ORD), a public repository of structured organic reaction records. describe an organic reaction: reactants, conditions, products, and yield The reactants are O[C@@H]1C[C@H](NC1)C(=O)O (Trans-4-hydroxyproline), ClC(=O)OCC1C2=CC=CC=C2C=2C=CC=CC12 (9-fluorenylmethyl chloroformate), C([O-])(O)=O.[Na+] (Sodium bicarbonate), C([O-])(O)=O.[Na+] (sodium bicarbonate). Solvent: O1CCOCC1 (dioxane), O (water), C1(=CC=CC=C1)C (toluene), O (Water). Yields the product C1=CC=CC=2C3=CC=CC=C3C(C12)COC(=O)N1C(CC(C1)O)C(=O)O (1-(((9H-fluoren-9-yl)methoxy)carbonyl)-4-hydroxypyrrolidine-2-carboxylic acid). Reaction SMILES: [OH:1][C@H:2]1[CH2:6][NH:5][C@H:4]([C:7]([OH:9])=[O:8])[CH2:3]1.C(=O)(O)[O-].[Na+].Cl[C:16]([O:18][CH2:19][CH:20]1[C:32]2[CH:31]=[CH:30][CH:29]=[CH:28][C:27]=2[C:26]2[C:21]1=[CH:22][CH:23]=[CH:24][CH:25]=2)=[O:17]>O1CCOCC1.O.C1(C)C=CC=CC=1>[CH:31]1[C:32]2[CH:20]([CH2:19][O:18][C:16]([N:5]3[CH2:6][CH:2]([OH:1])[CH2:3][CH:4]3[C:7]([OH:9])=[O:8])=[O:17])[C:21]3[C:26](=[CH:25][CH:24]=[CH:23][CH:22]=3)[C:27]=2[CH:28]=[CH:29][CH:30]=1 |f:1.2|. Reported procedure: Trans-4-hydroxyproline (5.0 g, 38.1 mmoles) is suspended in a mixture of dioxane (75 mL) and water (75 mL), and stirred briskly at ambient temperature. Sodium bicarbonate (8.0 g, 95.2 mmoles) is added. And the mixture is stirred until all solids dissolve. A solution of 9-fluorenylmethyl chloroformate (11.4 g, 44.0 mmoles) in toluene (25 mL) is added slowly dropwise. The mixture is then stirred for 16 hours. Water (50 mL) and saturated aqueous sodium bicarbonate (50 mL) are added to the reaction ...